From a dataset of the Open Reaction Database (ORD), a public repository of structured organic reaction records. describe an organic reaction: reactants, conditions, products, and yield The reactants are BrC=1N=CC(=NC1)C(=O)N1CCN(CC1)C1=NC=C(C=C1C)C ((5-bromopyrazin-2-yl)[4-(3,5-dimethylpyridin-2-yl)piperazin-1-yl]methanone), S1(NCCC1)(=O)=O (isothiazolidine 1,1-dioxide). Yields the product CC=1C(=NC=C(C1)C)N1CCN(CC1)C(=O)C1=NC=C(N=C1)N1S(CCC1)(=O)=O ([4-(3,5-dimethylpyridin-2-yl)piperazin-1-yl][5-(1,1-dioxo-1λ6-isothiazolidin-2-yl)pyrazin-2-yl]methanone). Isolated yield 51.6%. RXN SMILES: Br[C:2]1[N:3]=[CH:4][C:5]([C:8]([N:10]2[CH2:15][CH2:14][N:13]([C:16]3[C:21]([CH3:22])=[CH:20][C:19]([CH3:23])=[CH:18][N:17]=3)[CH2:12][CH2:11]2)=[O:9])=[N:6][CH:7]=1.[S:24]1(=[O:30])(=[O:29])[CH2:28][CH2:27][CH2:26][NH:25]1>>[CH3:22][C:21]1[C:16]([N:13]2[CH2:14][CH2:15][N:10]([C:8]([C:5]3[CH:4]=[N:3][C:2]([N:25]4[CH2:26][CH2:27][CH2:28][S:24]4(=[O:30])=[O:29])=[CH:7][N:6]=3)=[O:9])[CH2:11][CH2:12]2)=[N:17][CH:18]=[C:19]([CH3:23])[CH:20]=1. Reported procedure: Using (5-bromopyrazin-2-yl)[4-(3,5-dimethylpyridin-2-yl)piperazin-1-yl]methanone (49 mg) described in Preparation Example 232 and isothiazolidine 1,1-dioxide (16 mg) and by the reaction and treatment in the same manner as in Example 1, the title compound (28 mg) was obtained. The reactants are Cc1ccc(C(=O)O)s1, CN(C)P(=O)(N(C)C)N(C)C, CC#N, Nc1cnc2ccccc2c1N, O=S(Cl)Cl. Yields the product Cc1ccc(C(=O)Nc2cnc3ccccc3c2N)s1. RXN SMILES: [CH3:1][c:2]1[cH:3][cH:4][c:5]([C:7](=[O:8])[OH:9])[s:6]1.[CH3:26][N:27]([P:28]([N:29]([CH3:30])[CH3:31])([N:32]([CH3:33])[CH3:34])=[O:35])[CH3:36].[CH3:37][C:38]#[N:39].[NH2:14][c:15]1[cH:16][n:17][c:18]2[cH:19][cH:20][cH:21][cH:22][c:23]2[c:24]1[NH2:25].[S:10]([Cl:11])([Cl:12])=[O:13]>>[CH3:1][c:2]1[cH:3][cH:4][c:5]([C:7](=[O:9])[NH:14][c:15]2[cH:16][n:17][c:18]3[cH:19][cH:20][cH:21][cH:22][c:23]3[c:24]2[NH2:25])[s:6]1.